From a dataset of the Open Reaction Database (ORD), a public repository of structured organic reaction records. describe an organic reaction: reactants, conditions, products, and yield Starting materials: CCCSCCOc1cccc2c(Cl)c(C(=O)CC)cnc12, CC#N, Cc1ccccc1N. RXN SMILES: [C:1]([CH2:2][CH3:3])(=[O:4])[c:5]1[cH:6][n:7][c:8]2[c:9]([O:16][CH2:17][CH2:18][S:19][CH2:20][CH2:21][CH3:22])[cH:10][cH:11][cH:12][c:13]2[c:14]1[Cl:15].[CH3:31][C:32]#[N:33].[NH2:23][c:24]1[c:25]([CH3:30])[cH:26][cH:27][cH:28][cH:29]1>>[C:1]([CH2:2][CH3:3])(=[O:4])[c:5]1[cH:6][n:7][c:8]2[c:9]([O:16][CH2:17][CH2:18][S:19][CH2:20][CH2:21][CH3:22])[cH:10][cH:11][cH:12][c:13]2[c:14]1[NH:23][c:24]1[c:25]([CH3:30])[cH:26][cH:27][cH:28][cH:29]1. The product is CCCSCCOc1cccc2c(Nc3ccccc3C)c(C(=O)CC)cnc12.